From a dataset of the Open Reaction Database (ORD), a public repository of structured organic reaction records. describe an organic reaction: reactants, conditions, products, and yield Reactants: COC(=O)c1cc(I)cc(C(N)=O)c1, O=S(Cl)Cl. The product is COC(=O)c1cc(I)cc(C#N)c1. RXN SMILES: [CH3:1][O:2][C:3](=[O:4])[c:5]1[cH:6][c:7]([C:8](=[O:9])[NH2:10])[cH:11][c:12]([I:14])[cH:13]1.[S:15]([Cl:16])([Cl:17])=[O:18]>>[CH3:1][O:2][C:3](=[O:4])[c:5]1[cH:6][c:7]([C:8]#[N:10])[cH:11][c:12]([I:14])[cH:13]1.